Dataset: the Open Reaction Database (ORD), a public repository of structured organic reaction records. Task: describe an organic reaction: reactants, conditions, products, and yield Reactants: Cc1ccc(-n2nc(C(C)(C)C)cc2NC(=O)Nc2ccc(N3CCN(C(=O)c4c(F)cccc4F)CC3)nc2C)cc1, CO, CS(=O)(=O)O, CCOC(C)=O. The product is Cc1ccc(-n2nc(C(C)(C)C)cc2NC(=O)Nc2ccc(N3CCN(C(=O)c4c(F)cccc4F)CC3)nc2C)cc1, CS(=O)(=O)O. As a reaction SMILES: [C:1]([CH3:2])([CH3:3])([CH3:4])[c:5]1[cH:6][c:7]([NH:17][C:18](=[O:19])[NH:20][c:21]2[c:22]([CH3:43])[n:23][c:24]([N:27]3[CH2:28][CH2:29][N:30]([C:33]([c:34]4[c:35]([F:41])[cH:36][cH:37][cH:38][c:39]4[F:40])=[O:42])[CH2:31][CH2:32]3)[cH:25][cH:26]2)[n:8](-[c:10]2[cH:11][cH:12][c:13]([CH3:16])[cH:14][cH:15]2)[n:9]1.[CH3:44][OH:45].[CH3:46][S:47]([OH:48])(=[O:49])=[O:50].[CH3:51][CH2:52][O:53][C:54](=[O:55])[CH3:56]>>[C:1]([CH3:2])([CH3:3])([CH3:4])[c:5]1[cH:6][c:7]([NH:17][C:18](=[O:19])[NH:20][c:21]2[c:22]([CH3:43])[n:23][c:24]([N:27]3[CH2:28][CH2:29][N:30]([C:33]([c:34]4[c:35]([F:41])[cH:36][cH:37][cH:38][c:39]4[F:40])=[O:42])[CH2:31][CH2:32]3)[cH:25][cH:26]2)[n:8](-[c:10]2[cH:11][cH:12][c:13]([CH3:16])[cH:14][cH:15]2)[n:9]1.[CH3:46][S:47](=[O:48])(=[O:49])[OH:50]. Reactants: CC(C)(C)OC(=O)N1CCC(OS(C)(=O)=O)CC1, CN(C)C=O, [H-], [Na+], C1CCOC1, Oc1ccc(S)cc1. Yields the product CC(C)(C)OC(=O)N1CCC(Sc2ccc(O)cc2)CC1. Reaction SMILES: [C:16]([CH3:17])([CH3:18])([CH3:19])[O:20][C:21](=[O:22])[N:23]1[CH2:24][CH2:25][CH:26]([O:29][S:30]([CH3:31])(=[O:32])=[O:33])[CH2:27][CH2:28]1.[CH3:34][N:35]([CH3:36])[CH:37]=[O:38].[H-:9].[Na+:10].[O:11]1[CH2:12][CH2:13][CH2:14][CH2:15]1.[SH:1][c:2]1[cH:3][cH:4][c:5]([OH:8])[cH:6][cH:7]1>>[S:1]([c:2]1[cH:3][cH:4][c:5]([OH:8])[cH:6][cH:7]1)[CH:26]1[CH2:25][CH2:24][N:23]([C:21]([O:20][C:16]([CH3:17])([CH3:18])[CH3:19])=[O:22])[CH2:28][CH2:27]1. Reported procedure: Hydroxylamine hydrochloride (4.3 mg, 0.07 mmol) and sodium bicarbonate (7 mg, 0.08 mmol) were dissolved in water (0.4 mL) and stirred at room temperature for 10 minutes, allowing gas to evolve. This solution was then added to a solution of 4-[5-chloro-2-(dimethylamino)pyridin-3-yl]-2-[(trans)-hexahydrocyclopenta[b][1,4]oxazin-4(4aH)-yl]-3-[(trans-4-methylcyclohexyl)methyl]-3H-imidazo[4,5-c]pyridine-6-carbonitrile (racemic, 26 mg, 0.05 mmol) in ethanol (0.2 mL). This reaction mixture was stirred ... Conditions: time 10 minute. Reaction SMILES: [ClH:1].[NH2:2][OH:3].C(=O)(O)[O-].[Na+].Cl[C:10]1[CH:11]=[C:12]([C:19]2[C:24]3[N:25]([CH2:37][C@H:38]4[CH2:43][CH2:42][C@H:41]([CH3:44])[CH2:40][CH2:39]4)[C:26]([N:28]4[CH2:33][CH2:32][O:31][C@@H:30]5[CH2:34][CH2:35][CH2:36][C@@H:29]45)=[N:27][C:23]=3[CH:22]=[C:21]([C:45]#[N:46])[N:20]=2)[C:13]([N:16]([CH3:18])[CH3:17])=[N:14][CH:15]=1>O.C(O)C>[Cl:1][C:10]1[CH:11]=[C:12]([C:19]2[C:24]3[N:25]([CH2:37][C@H:38]4[CH2:39][CH2:40][C@H:41]([CH3:44])[CH2:42][CH2:43]4)[C:26]([N:28]4[CH2:33][CH2:32][O:31][C@@H:30]5[CH2:34][CH2:35][CH2:36][C@@H:29]45)=[N:27][C:23]=3[CH:22]=[C:21]([C:45](=[NH:46])[NH:2][OH:3])[N:20]=2)[C:13]([N:16]([CH3:17])[CH3:18])=[N:14][CH:15]=1 |f:0.1,2.3|. Product: ClC=1C=C(C(=NC1)N(C)C)C1=NC(=CC2=C1N(C(=N2)N2[C@H]1[C@H](OCC2)CCC1)C[C@@H]1CC[C@H](CC1)C)C(NO)=N (4-[5-chloro-2-(dimethylamino)pyridin-3-yl]-2-[(trans)-hexahydrocyclopenta[b][1,4]oxazin-4(4aH)-yl]-N-hydroxy-3-[(trans-4-methylcyclohexyl)methyl]-3H-imidazo[4,5-c]pyridine-6-carboximidamide). Starting materials: Cl.NO (Hydroxylamine hydrochloride), C([O-])(O)=O.[Na+] (sodium bicarbonate), ClC=1C=C(C(=NC1)N(C)C)C1=NC(=CC2=C1N(C(=N2)N2[C@H]1[C@H](OCC2)CCC1)C[C@@H]1CC[C@H](CC1)C)C#N (4-[5-chloro-2-(dimethylamino)pyridin-3-yl]-2-[(trans)-hexahydrocyclopenta[b][1,4]oxazin-4(4aH)-yl]-3-[(trans-4-methylcyclohexyl)methyl]-3H-imidazo[4,5-c]pyridine-6-carbonitrile). Solvent: O (water), C(C)O (ethanol). The reactants are CS(=O)(=O)OCCCN(C[C@H](C)NC(=O)OCC1=CC=CC=C1)C(=O)OC(C)(C)C ((S)-6-Benzyloxycarbonylamino-4-(tert-butoxycarbonyl)-4-azaheptyl methanesulfonate), [H-].[Na+] (sodium hydride), O (water). Run in CS(=O)C (dimethyl sulfoxide). Run at time 2 hour. The product is C[C@@H]1N(CCCN(C1)C(=O)OC(C)(C)C)C(=O)OCC1=CC=CC=C1 ((S)-1-benzyl 4-tert-butyl 2-methyl-1,4-diazepane-1,4-dicarboxylate). Yield: 59.7%. As a reaction SMILES: CS(O[CH2:6][CH2:7][CH2:8][N:9]([C:24]([O:26][C:27]([CH3:30])([CH3:29])[CH3:28])=[O:25])[CH2:10][C@@H:11]([NH:13][C:14]([O:16][CH2:17][C:18]1[CH:23]=[CH:22][CH:21]=[CH:20][CH:19]=1)=[O:15])[CH3:12])(=O)=O.[H-].[Na+].O>CS(C)=O>[CH3:12][C@H:11]1[CH2:10][N:9]([C:24]([O:26][C:27]([CH3:30])([CH3:29])[CH3:28])=[O:25])[CH2:8][CH2:7][CH2:6][N:13]1[C:14]([O:16][CH2:17][C:18]1[CH:23]=[CH:22][CH:21]=[CH:20][CH:19]=1)=[O:15] |f:1.2|. Procedure details: To a solution of (S)-6-Benzyloxycarbonylamino-4-(tert-butoxycarbonyl)-4-azaheptyl methanesulfonate (425 g, 0.956 mol) in dimethyl sulfoxide (1.6 L) was added 60% sodium hydride (76.5 g, 1.91 mol) at an internal temperature of 25° C. or below, followed by stirring at room temperature for 2 hours. After confirming the disappearance of the starting materials by TLC, the reaction mixture was poured into water, followed by extracting with ethyl acetate. The resulting organic layer was washed with sat... The reactants are CO, CC(CO)(CO)Nc1nc(SCc2cccc(F)c2F)nc2nc(Cl)sc12, O. Product: COc1nc2nc(SCc3cccc(F)c3F)nc(NC(C)(CO)CO)c2s1. As a reaction SMILES: [CH3:29][OH:30].[Cl:1][c:2]1[s:3][c:4]2[c:5]([n:6][c:7]([S:17][CH2:18][c:19]3[c:20]([F:26])[c:21]([F:25])[cH:22][cH:23][cH:24]3)[n:8][c:9]2[NH:10][C:11]([CH2:12][OH:13])([CH2:14][OH:15])[CH3:16])[n:27]1.[OH2:28]>>[c:2]1([O:28][CH3:29])[s:3][c:4]2[c:5]([n:6][c:7]([S:17][CH2:18][c:19]3[c:20]([F:26])[c:21]([F:25])[cH:22][cH:23][cH:24]3)[n:8][c:9]2[NH:10][C:11]([CH2:12][OH:13])([CH2:14][OH:15])[CH3:16])[n:27]1. Starting materials: N1N=CC=C1 (1H-pyrazole), BrC1=CC(=CC=C1)OC (1-bromo-3-methoxybenzene). Product: COC=1C=C(C=CC1)N1N=CC=C1 (1-(3-methoxy-phenyl)-1H-pyrazole). RXN SMILES: [NH:1]1[CH:5]=[CH:4][CH:3]=[N:2]1.Br[C:7]1[CH:12]=[CH:11][CH:10]=[C:9]([O:13][CH3:14])[CH:8]=1>>[CH3:14][O:13][C:9]1[CH:8]=[C:7]([N:1]2[CH:5]=[CH:4][CH:3]=[N:2]2)[CH:12]=[CH:11][CH:10]=1. Procedure: Following General Procedure A (125° C., 24 hours), 1H-pyrazole (102 mg, 1.5 mmol) is coupled with 1-bromo-3-methoxybenzene (126 μL, 1.0 mmol). The crude brown oil is purified by flash chromatography on silica gel (eluent: dichloromethane/hexanes=40/60) to provide 150 mg (86% isolated yield) of the desired product as an uncolored oil. Starting materials: ClCCl, OCCCF, Nc1ccc(-c2ccn3c(n2)nc2ccccc23)cc1. Product: FCCCNc1ccc(-c2ccn3c(n2)nc2ccccc23)cc1. Reaction SMILES: [Cl:26][CH2:27][Cl:28].[F:1][CH2:2][CH2:3][CH2:4][OH:5].[n:6]1[c:7]2[n:8]([cH:9][cH:10][c:11]1-[c:12]1[cH:13][cH:14][c:15]([NH2:16])[cH:17][cH:18]1)[c:19]1[c:20]([n:21]2)[cH:22][cH:23][cH:24][cH:25]1>>[F:1][CH2:2][CH2:3][CH2:4][NH:16][c:15]1[cH:14][cH:13][c:12](-[c:11]2[n:6][c:7]3[n:8]([cH:9][cH:10]2)[c:19]2[c:20]([n:21]3)[cH:22][cH:23][cH:24][cH:25]2)[cH:18][cH:17]1.